Dataset: the Open Reaction Database (ORD), a public repository of structured organic reaction records. Task: describe an organic reaction: reactants, conditions, products, and yield Reactants: Sulfo, C(C)(=O)[O-].[Zn+2].C(C)(=O)[O-] (zinc acetate), C(C)(=O)[O-].[Zn+2].C(C)(=O)[O-] (zinc acetate), C(C)(=O)[O-].[Zn+2].C(C)(=O)[O-] (zinc acetate), C(CCCCCCCCCCCCCCCCC)(=O)O (stearic acid), [OH-].[Mg+2].[OH-] (magnesium hydroxide), HDPE, C(CCCCCCCCCCCCCCCCC)(=O)O (stearic acid), Sulfo. Product: C(CCCCCCCCCCCCCCCCC)(=O)[O-].[Zn+2].C(CCCCCCCCCCCCCCCCC)(=O)[O-] (zinc stearate). As a reaction SMILES: [C:1]([OH:20])(=[O:19])[CH2:2][CH2:3][CH2:4][CH2:5][CH2:6][CH2:7][CH2:8][CH2:9][CH2:10][CH2:11][CH2:12][CH2:13][CH2:14][CH2:15][CH2:16][CH2:17][CH3:18].C([O-])(=O)C.[Zn+2:25].C([O-])(=O)C.[OH-].[Mg+2].[OH-]>>[C:1]([O-:20])(=[O:19])[CH2:2][CH2:3][CH2:4][CH2:5][CH2:6][CH2:7][CH2:8][CH2:9][CH2:10][CH2:11][CH2:12][CH2:13][CH2:14][CH2:15][CH2:16][CH2:17][CH3:18].[Zn+2:25].[C:1]([O-:20])(=[O:19])[CH2:2][CH2:3][CH2:4][CH2:5][CH2:6][CH2:7][CH2:8][CH2:9][CH2:10][CH2:11][CH2:12][CH2:13][CH2:14][CH2:15][CH2:16][CH2:17][CH3:18] |f:1.2.3,4.5.6,7.8.9|. Reported procedure: 32.5 grams of a formulated Sulfo-EPT composition, 17.5 grams of HDPE, and 8.1 grams of stearic acid were blended in a Brabender mixing head for 13 minutes at 160° C. and 50 rpm. This blend was placed in a rubber mill and 2.6 grams of zinc acetate were added over a one minute time period while milling at 160° C. After the zinc acetate was completely added, the total blend was milled for an additional 31/2 minutes at 160° C. The Sulfo-EPT composition used in this experiment contained 30 milliequiv... Procedure details: Prepared analogously to Example 1 from Example 37A (80 mg, 0.23 mmol) and 3,5-dimethoxybenzylamine (396 mg, 2.32 mmol). Purification is carried out by flash chromatography (eluent dichloromethane/methanol 80:1). Product: COC=1C=C(CNC2=NC(=NN3C2=C(N=C3C)C)C3=CC(=C(C=C3)OC)OC)C=C(C1)OC (N-(3,5-Dimethoxybenzyl)-2-(3,4-dimethoxyphenyl)-5,7-dimethylimidazo[5,1-f]-[1,2,4]triazin-4-amine). Reactants: COC=1C=C(C=CC1OC)C1=NN2C(C(=N1)N1N=CN=C1)=C(N=C2C)C (2-(3,4-Dimethoxyphenyl)-5,7-dimethyl-4-(1H-1,2,4-triazol-1-yl)imidazo[5,1-f][1,2,4]triazine), COC=1C=C(CN)C=C(C1)OC (3,5-dimethoxybenzylamine). RXN SMILES: [CH3:1][O:2][C:3]1[CH:4]=[C:5]([C:11]2[N:16]=[C:15]([N:17]3[CH:21]=NC=N3)[C:14]3=[C:22]([CH3:26])[N:23]=[C:24]([CH3:25])[N:13]3[N:12]=2)[CH:6]=[CH:7][C:8]=1[O:9][CH3:10].[CH3:27][O:28][C:29]1[CH:30]=[C:31]([CH:34]=[C:35]([O:37][CH3:38])[CH:36]=1)CN>>[CH3:27][O:28][C:29]1[CH:30]=[C:31]([CH:34]=[C:35]([O:37][CH3:38])[CH:36]=1)[CH2:21][NH:17][C:15]1[C:14]2=[C:22]([CH3:26])[N:23]=[C:24]([CH3:25])[N:13]2[N:12]=[C:11]([C:5]2[CH:6]=[CH:7][C:8]([O:9][CH3:10])=[C:3]([O:2][CH3:1])[CH:4]=2)[N:16]=1. Reactants: OC1CCNCC1 (4-hydroxypiperidine), C(C)C(CC)NC(=O)N1C=CC2=CC(=CC=C12)OC1=CC(=NC=C1)NC(OC1=CC=CC=C1)=O (phenyl N-(4-(1-((1-ethylpropyl)amino)carbonyl-1H-5-indolyl)oxy-2-pyridyl)-carbamate), C(C)C(CC)NC(=O)N1C=CC2=CC(=CC=C12)OC1=CC(=NC=C1)NC(=O)N1CCC(CC1)N1CCCC1 (N1-(1-Ethylpropyl)-5-(2-(((4-(pyrrolidin-1-yl)piperidin-1-yl)carbonyl)amino)pyridin-4-yloxy)-1H-1-indolecarboxamide). The solvent is CN(C=O)C (N,N-Dimethylformamide). Run at time 2 hour. Yields the product C(C)C(CC)NC(=O)N1C=CC2=CC(=CC=C12)OC1=CC(=NC=C1)NC(=O)N1CCC(CC1)O (N1-(1-Ethylpropyl)-5-(2-((4-hydroxypiperidino)carbonyl)amino-4-pyridyl)oxy-1H-1-indolecarboxamide). The yield is 29.6%. RXN SMILES: [OH:1][CH:2]1[CH2:7][CH2:6][NH:5][CH2:4][CH2:3]1.[CH2:8]([CH:10]([NH:13][C:14]([N:16]1[C:24]2[C:19](=[CH:20][C:21]([O:25][C:26]3[CH:31]=[CH:30][N:29]=[C:28]([NH:32][C:33](=[O:41])OC4C=CC=CC=4)[CH:27]=3)=[CH:22][CH:23]=2)[CH:18]=[CH:17]1)=[O:15])[CH2:11][CH3:12])[CH3:9].C(C(NC(N1C2C(=CC(OC3C=CN=C(NC(N4CCC(N5CCCC5)CC4)=O)C=3)=CC=2)C=C1)=O)CC)C>CN(C)C=O>[CH2:11]([CH:10]([NH:13][C:14]([N:16]1[C:24]2[C:19](=[CH:20][C:21]([O:25][C:26]3[CH:31]=[CH:30][N:29]=[C:28]([NH:32][C:33]([N:5]4[CH2:6][CH2:7][CH:2]([OH:1])[CH2:3][CH2:4]4)=[O:41])[CH:27]=3)=[CH:22][CH:23]=2)[CH:18]=[CH:17]1)=[O:15])[CH2:8][CH3:9])[CH3:12]. Procedure details: N,N-Dimethylformamide (4 ml) and 4-hydroxypiperidine (360 mg, 3.56 mmol) were added to a mixture (456 mg) of phenyl N-(4-(1-((1-ethylpropyl)amino)carbonyl-1H-5-indolyl)oxy-2-pyridyl)-carbamate and phenyl N-(4-(1-((1-ethylpropyl)amino)carbonyl-1H-5-indolyl)oxy-2-pyridyl)-N-(phenoxycarbonyl)carbamate synthesized in Example 96; and the reaction mixture was stirred for 2 hours. The reaction mixture was partitioned between ethyl acetate and water; the organic layer was concentrated; and the residue w... The reactants are CC=1NC2=CC=CC=C2C1 (2-methyl-1H-indole), BrBr (Br2). The reagents and catalysts are [O-]S(=O)(=O)[O-].[Ag+].[Ag+] (Ag2SO4). Run in S(O)(O)(=O)=O (sulfuric acid). Reaction conditions: time 30 minute. Yields the product BrC=1C=C2C=C(NC2=CC1)C (5-bromo-2-methyl-1H-indole). Isolated yield 74.9%. As a reaction SMILES: [CH3:1][C:2]1[NH:3][C:4]2[C:9]([CH:10]=1)=[CH:8][CH:7]=[CH:6][CH:5]=2.[Br:11]Br>S(=O)(=O)(O)O.[O-]S([O-])(=O)=O.[Ag+].[Ag+]>[Br:11][C:7]1[CH:8]=[C:9]2[C:4](=[CH:5][CH:6]=1)[NH:3][C:2]([CH3:1])=[CH:10]2 |f:3.4.5|. Procedure: To a solution of 2-methyl-1H-indole (5.0 g, 38.12 mmol) in sulfuric acid (80 mL) was added Ag2SO4 (12.5 g, 40.06 mmol) with ice cooling, and the solution was stirred for 30 min. Then Br2 (6.4 g, 40.05 mmol) was added to the solution dropwise over 30 min. After the solution was stirred for 4 h at room temperature, the reaction was then quenched by the addition of water/ice (300 mL). The reaction mixture was extracted with dichloromethane (3×200 mL) and the organic layers combined, dried over anhy...